From a dataset of the Open Reaction Database (ORD), a public repository of structured organic reaction records. describe an organic reaction: reactants, conditions, products, and yield Starting materials: CCN(CC)CCOc1ccc(CN)cc1, CN1C(=O)N(c2c(Cl)cccc2Cl)Cc2cnc(S(C)(=O)=O)nc21. Yields the product CCN(CC)CCOc1ccc(CNc2ncc3c(n2)N(C)C(=O)N(c2c(Cl)cccc2Cl)C3)cc1. As a reaction SMILES: [CH2:25]([CH3:26])[N:27]([CH2:28][CH2:29][O:30][c:31]1[cH:32][cH:33][c:34]([CH2:35][NH2:36])[cH:37][cH:38]1)[CH2:39][CH3:40].[Cl:1][c:2]1[c:3]([N:9]2[C:10](=[O:24])[N:11]([CH3:23])[c:12]3[n:13][c:14]([S:19]([CH3:20])(=[O:21])=[O:22])[n:15][cH:16][c:17]3[CH2:18]2)[c:4]([Cl:8])[cH:5][cH:6][cH:7]1>>[Cl:1][c:2]1[c:3]([N:9]2[C:10](=[O:24])[N:11]([CH3:23])[c:12]3[n:13][c:14]([NH:36][CH2:35][c:34]4[cH:33][cH:32][c:31]([O:30][CH2:29][CH2:28][N:27]([CH2:25][CH3:26])[CH2:39][CH3:40])[cH:38][cH:37]4)[n:15][cH:16][c:17]3[CH2:18]2)[c:4]([Cl:8])[cH:5][cH:6][cH:7]1. Product: CC1=CC=C(C=C1)C=1C(=NC(=NC1Cl)C1=CC=CC=C1)Cl (5-(4-methylphenyl)-4,6-dichloro-2-phenylpyrimidine). Reactants: CC1=CC=C(C=C1)C=1C(=NC=NC1Cl)Cl (5-(4-methylphenyl)-4,6-dichloropyrimidine), C1(=CC=CC=C1)[Li].C1CCCCC1 (phenyl lithium cyclohexane). Reaction SMILES: [CH3:1][C:2]1[CH:7]=[CH:6][C:5]([C:8]2[C:9]([Cl:15])=[N:10][CH:11]=[N:12][C:13]=2[Cl:14])=[CH:4][CH:3]=1.[C:16]1([Li])[CH:21]=[CH:20][CH:19]=[CH:18][CH:17]=1.C1CCCCC1>CCOCC>[CH3:1][C:2]1[CH:3]=[CH:4][C:5]([C:8]2[C:13]([Cl:14])=[N:12][C:11]([C:16]3[CH:21]=[CH:20][CH:19]=[CH:18][CH:17]=3)=[N:10][C:9]=2[Cl:15])=[CH:6][CH:7]=1 |f:1.2|. Reported procedure: A solution of 5-(4-methylphenyl)-4,6-dichloropyrimidine in ether is cooled at -30° C., and thereto is added dropwise a 1.8M phenyl lithium/cyclohexane solution. The reaction mixture is treated in the same manner as in Reference Example 20-(1) to give 5-(4-methylphenyl)-4,6-dichloro-2-phenylpyrimidine as crystalline powder. Solvent: CCOCC (ether). The reactants are BrC=1C=C(/C=C/C(=O)O)C=CC1 (trans 3-bromocinnamic acid), S1C(=CC=C1)Cl (thienyl chloride). Solvent: C1=CC=CC=C1 (benzene). Product: BrC=1C=C(/C=C/C(=O)Cl)C=CC1 (trans 3-bromocinnamoyl chloride). Isolated yield 99.0%. Reaction SMILES: [Br:1][C:2]1[CH:3]=[C:4]([CH:10]=[CH:11][CH:12]=1)/[CH:5]=[CH:6]/[C:7](O)=[O:8].S1C=CC=C1[Cl:18]>C1C=CC=CC=1>[Br:1][C:2]1[CH:3]=[C:4]([CH:10]=[CH:11][CH:12]=1)/[CH:5]=[CH:6]/[C:7]([Cl:18])=[O:8]. Reported procedure: A mixture of trans 3-bromocinnamic acid (m.p. 177°-179° C; 11.4 g), thienyl chloride (11.9 g) and dry benzene (150 ml) was heated at reflux for 2 hours. Solvent and excess thienyl chloride were removed by distillation under reduced pressure leaving trans 3-bromocinnamoyl chloride (12.2 g), b.p. 100°-100.5°C/0.2 mm Hg. The reactants are COC(=O)N1C(CC(CC1)C(=O)O)CC1=CC=C(C=C1)C(F)(F)F (1-(Methoxycarbonyl)-2-(4-(trifluoromethyl)benzyl)piperidine-4-carboxylic acid). The solvent is CC(C)(C)OC (MTBE). Reaction conditions: time 3 day. The product is COC(=O)N1[C@H](C[C@H](CC1)C(=O)O)CC1=CC=C(C=C1)C(F)(F)F (Cis-1-(methoxycarbonyl)-2-(4-(trifluoromethyl)benzyl)piperidine-4-carboxylic acid). The yield is 63.5%. Reaction SMILES: [CH3:1][O:2][C:3]([N:5]1[CH2:10][CH2:9][CH:8]([C:11]([OH:13])=[O:12])[CH2:7][CH:6]1[CH2:14][C:15]1[CH:20]=[CH:19][C:18]([C:21]([F:24])([F:23])[F:22])=[CH:17][CH:16]=1)=[O:4]>CC(OC)(C)C>[CH3:1][O:2][C:3]([N:5]1[CH2:10][CH2:9][C@H:8]([C:11]([OH:13])=[O:12])[CH2:7][C@@H:6]1[CH2:14][C:15]1[CH:16]=[CH:17][C:18]([C:21]([F:24])([F:23])[F:22])=[CH:19][CH:20]=1)=[O:4]. Reported procedure: 1-(Methoxycarbonyl)-2-(4-(trifluoromethyl)benzyl)piperidine-4-carboxylic acid (14.65 g, 42.43 mmol) was suspended in MTBE (150 mL) and heated under reflux for 1 min, then stirred at room temperature for 3 days. The solids were isolated and dried under vacuum. Cis-1-(methoxycarbonyl)-2-(4-(trifluoromethyl)benzyl)piperidine-4-carboxylic acid (9.3 g, 63.5%) was isolated. 1H NMR (600 MHz, cd3od) δ 1.68-1.77 (m, 1H), 1.90-1.97 (m, 1H), 1.99-2.10 (m, 2H), 2.58-2.64 (m, 1H), 2.83-2.89 (m, 1H), 2.93-3.0... Starting materials: CC(CCCCCCCCCCCC(CC(=O)OC(C)(C)C)OC(CCCCCCCCCCCC(C)C)=O)C (tert-butyl 15-methyl-3-(13-methyltetradecanoyloxy)hexadecanoate), FC(C(=O)O)(F)F (trifluoroacetic acid). Run at time 2 hour. Yields the product CC(CCCCCCCCCCCC(CC(=O)O)OC(CCCCCCCCCCCC(C)C)=O)C (15-methyl-3-(13-methyltetradecanoyloxy)hexadecanoic acid). Isolated yield 88.8%. As a reaction SMILES: [CH3:1][CH:2]([CH3:40])[CH2:3][CH2:4][CH2:5][CH2:6][CH2:7][CH2:8][CH2:9][CH2:10][CH2:11][CH2:12][CH2:13][CH:14]([O:23][C:24](=[O:39])[CH2:25][CH2:26][CH2:27][CH2:28][CH2:29][CH2:30][CH2:31][CH2:32][CH2:33][CH2:34][CH2:35][CH:36]([CH3:38])[CH3:37])[CH2:15][C:16]([O:18]C(C)(C)C)=[O:17].FC(F)(F)C(O)=O>>[CH3:1][CH:2]([CH3:40])[CH2:3][CH2:4][CH2:5][CH2:6][CH2:7][CH2:8][CH2:9][CH2:10][CH2:11][CH2:12][CH2:13][CH:14]([O:23][C:24](=[O:39])[CH2:25][CH2:26][CH2:27][CH2:28][CH2:29][CH2:30][CH2:31][CH2:32][CH2:33][CH2:34][CH2:35][CH:36]([CH3:38])[CH3:37])[CH2:15][C:16]([OH:18])=[O:17]. Reported procedure: To tert-butyl 15-methyl-3-(13-methyltetradecanoyloxy)hexadecanoate (500 mg) was added trifluoroacetic acid (5 ml) and the mixture was stirred at ambient temperature for 2 hours. Excess trifluoroacetic acid was distilled off under reduced pressure. Dry benzene was added to the residue and the solvent was evaporated off. This operation was repeated three times. The residue was dried up by using high vacuum pump to afford an oil of 15-methyl-3-(13-methyltetradecanoyloxy)hexadecanoic acid (400 mg). The reactants are C(C1=CC=CC=C1)OC1=CC(N(C=C1)C=1C=CC2=C(N(C3=C2CN(CCC3)C(=O)OC(C)(C)C)C)N1)=O (tert-butyl 2-(4-(benzyloxy)-2-oxopyridin-1(2H)-yl)-10-methyl-7,8,9,10-tetrahydropyrido[3′,2′:4,5]pyrrolo[3,2-c]azepine-6(5H)-carboxylate), Cl (HCl), Cl (HCl). The solvent is CO (MeOH), CO (MeOH). Reaction conditions: time 18 hour. Yields the product Cl.C(C1=CC=CC=C1)OC1=CC(N(C=C1)C=1C=CC2=C(N(C3=C2CNCCC3)C)N1)=O (4-(Benzyloxy)-1-(10-methyl-5,6,7,8,9,10-hexahydropyrido[3′,2′:4,5]pyrrolo[3,2-c]azepin-2-yl)pyridin-2(1H)-one hydrochloride). As a reaction SMILES: [CH2:1]([O:8][C:9]1[CH:14]=[CH:13][N:12]([C:15]2[CH:16]=[CH:17][C:18]3[C:22]4[CH2:23][N:24](C(OC(C)(C)C)=O)[CH2:25][CH2:26][CH2:27][C:21]=4[N:20]([CH3:35])[C:19]=3[N:36]=2)[C:11](=[O:37])[CH:10]=1)[C:2]1[CH:7]=[CH:6][CH:5]=[CH:4][CH:3]=1.[ClH:38]>CO>[ClH:38].[CH2:1]([O:8][C:9]1[CH:14]=[CH:13][N:12]([C:15]2[CH:16]=[CH:17][C:18]3[C:22]4[CH2:23][NH:24][CH2:25][CH2:26][CH2:27][C:21]=4[N:20]([CH3:35])[C:19]=3[N:36]=2)[C:11](=[O:37])[CH:10]=1)[C:2]1[CH:7]=[CH:6][CH:5]=[CH:4][CH:3]=1 |f:3.4|. Procedure: A solution of tert-butyl 2-(4-(benzyloxy)-2-oxopyridin-1(2H)-yl)-10-methyl-7,8,9,10-tetrahydropyrido[3′,2′:4,5]pyrrolo[3,2-c]azepine-6(5H)-carboxylate (140 mg, 0.028 mmol) in 1.25 M HCl in MeOH (6.0 mL) was stirred under N2 at ambient temperature for 18 h. Additional 1.25 M HCl in MeOH was added, and the solution was stirred at ambient temperature for 18 h. The solution was concentrated to dryness to yield the title compound (130 mg, quant.) as a light-yellow powder: mp 328-332° C.; 1H NMR (500 ... The reactants are C(C1=CC=CC=C1)[C@@H]1N(C(OC1)(C)C)C(C(=O)C1=CN(C=C1)C1=CC=C(C=C1)C1=CC=CC=C1)=O (1-(4(S)-benzyl-2,2-dimethyl-oxazolidin-3-yl)-2-[1-(biphenyl-4-yl)-1H-pyrrol-3-yl)ethane-1, 2-dione), [BH4-].[Na+] (NaBH4), [BH4-].[Na+] (NaBH4). Run in CCOC(=O)C (EtOAc), CO (MeOH). Conditions: time 2.75 hour. Yields the product C(C1=CC=CC=C1)[C@@H]1N(C(OC1)(C)C)C(C(O)C1=CN(C=C1)C1=CC=C(C=C1)C1=CC=CC=C1)=O (1-(4(S)-benzyl-2,2-dimethyl-oxazolidin-3-yl)-2-[1-(biphenyl-4-yl)1H-pyrrol-3-yl]-2-hydroxy-ethanone). Isolated yield 99.2%. As a reaction SMILES: [CH2:1]([C@H:8]1[CH2:12][O:11][C:10]([CH3:14])([CH3:13])[N:9]1[C:15](=[O:35])[C:16]([C:18]1[CH:22]=[CH:21][N:20]([C:23]2[CH:28]=[CH:27][C:26]([C:29]3[CH:34]=[CH:33][CH:32]=[CH:31][CH:30]=3)=[CH:25][CH:24]=2)[CH:19]=1)=[O:17])[C:2]1[CH:7]=[CH:6][CH:5]=[CH:4][CH:3]=1.[BH4-].[Na+]>CCOC(C)=O.CO>[CH2:1]([C@H:8]1[CH2:12][O:11][C:10]([CH3:14])([CH3:13])[N:9]1[C:15](=[O:35])[CH:16]([C:18]1[CH:22]=[CH:21][N:20]([C:23]2[CH:24]=[CH:25][C:26]([C:29]3[CH:30]=[CH:31][CH:32]=[CH:33][CH:34]=3)=[CH:27][CH:28]=2)[CH:19]=1)[OH:17])[C:2]1[CH:7]=[CH:6][CH:5]=[CH:4][CH:3]=1 |f:1.2|. Procedure: To a solution of 1-(4(S)-benzyl-2,2-dimethyl-oxazolidin-3-yl)-2-[1-(biphenyl-4-yl)-1H-pyrrol-3-yl)ethane-1, 2-dione (250 mg, 0.54 mmol) in EtOAc (6 mL) and MeOH (2 mL) at 0° C. was added NaBH4 (20 mg, 0.54 mmol). After 2.75 hours at 0° C., more NaBH4 (20 mg, 0.54 mmol) was added. After 1.25 hours at 0° C., the reaction was quenched with HOAc (few drops) and H2O (2 mL). The pH was adjusted to 5 (by pH paper) with HOAc and partitioned between H2O (25 mL) and EtOAc (25 mL). The organic layers were ...